This data is from the Open Reaction Database (ORD), a public repository of structured organic reaction records. The task is: describe an organic reaction: reactants, conditions, products, and yield Reactants: CC(NC(=O)OC(C)(C)C)C(=O)O, CCN=C=NCCCN(C)C, CCN(C(C)C)C(C)C, Cl, O=C(O)C(F)(F)F, CC(N)C(=O)OCCOc1ccc(-c2c(C#N)c(SCc3csc(-c4ccc(Cl)cc4)n3)nc(N3CCCC3)c2C#N)cc1, CN(C)C=O, O, O, On1nnc2ccccc21. Yields the product CC(NC(=O)OC(C)(C)C)C(=O)NC(C)C(=O)OCCOc1ccc(-c2c(C#N)c(SCc3csc(-c4ccc(Cl)cc4)n3)nc(N3CCCC3)c2C#N)cc1. Reaction SMILES: [C:1]([CH3:2])([CH3:3])([CH3:4])[O:5][C:6](=[O:7])[NH:8][CH:9]([CH3:10])[C:11](=[O:12])[OH:13].[CH3:15][N:16]([CH3:17])[CH2:18][CH2:19][CH2:20][N:21]=[C:22]=[N:23][CH2:24][CH3:25].[CH:37]([N:38]([CH2:39][CH3:40])[CH:41]([CH3:42])[CH3:43])([CH3:44])[CH3:45].[ClH:14].[F:90][C:91]([F:92])([F:93])[C:94]([OH:95])=[O:96].[NH2:46][CH:47]([CH3:48])[C:49](=[O:50])[O:51][CH2:52][CH2:53][O:54][c:55]1[cH:56][cH:57][c:58](-[c:61]2[c:62]([C:88]#[N:89])[c:63]([S:74][CH2:75][c:76]3[n:77][c:78](-[c:81]4[cH:82][cH:83][c:84]([Cl:87])[cH:85][cH:86]4)[s:79][cH:80]3)[n:64][c:65]([N:69]3[CH2:70][CH2:71][CH2:72][CH2:73]3)[c:66]2[C:67]#[N:68])[cH:59][cH:60]1.[O:97]=[CH:98][N:99]([CH3:100])[CH3:101].[OH2:102].[OH2:26].[OH:27][n:28]1[c:29]2[cH:30][cH:31][cH:32][cH:33][c:34]2[n:35][n:36]1>>[C:1]([CH3:2])([CH3:3])([CH3:4])[O:5][C:6](=[O:7])[NH:8][CH:9]([CH3:10])[C:11](=[O:13])[NH:46][CH:47]([CH3:48])[C:49](=[O:50])[O:51][CH2:52][CH2:53][O:54][c:55]1[cH:56][cH:57][c:58](-[c:61]2[c:62]([C:88]#[N:89])[c:63]([S:74][CH2:75][c:76]3[n:77][c:78](-[c:81]4[cH:82][cH:83][c:84]([Cl:87])[cH:85][cH:86]4)[s:79][cH:80]3)[n:64][c:65]([N:69]3[CH2:70][CH2:71][CH2:72][CH2:73]3)[c:66]2[C:67]#[N:68])[cH:59][cH:60]1. The reactants are COC(=O)CNC1=CC=C2/C(/C(NC2=C1)=O)=C(\C1=CC=CC=C1)/NC1=CC=C(C=C1)CN1CCCCC1 (6-methoxycarbonylmethylamino-3-(Z)-{1-[4-(piperidin-1-yl-methyl)-anilino]-1-phenyl-methylidene}-2-indolinone), [OH-].[Na+] (sodium hydroxide), Cl (hydrochloric acid). Run in CO (methanol), C(Cl)Cl (methylene chloride). Run at temperature 40 celsius, time 1 hour. Yields the product C(=O)(O)CNC1=CC=C2/C(/C(NC2=C1)=O)=C(\C1=CC=CC=C1)/NC1=CC=C(C=C1)CN1CCCCC1 (6-carboxymethylamino-3-(Z)-{1-[4-(piperidin-1-yl-methyl)-anilino]-1-phenyl-methylidene}-2-indolinone). As a reaction SMILES: C[O:2][C:3]([CH2:5][NH:6][C:7]1[CH:15]=[C:14]2[C:10](/[C:11](=[C:17](/[NH:24][C:25]3[CH:30]=[CH:29][C:28]([CH2:31][N:32]4[CH2:37][CH2:36][CH2:35][CH2:34][CH2:33]4)=[CH:27][CH:26]=3)\[C:18]3[CH:23]=[CH:22][CH:21]=[CH:20][CH:19]=3)/[C:12](=[O:16])[NH:13]2)=[CH:9][CH:8]=1)=[O:4].[OH-].[Na+].Cl>CO.C(Cl)Cl>[C:3]([CH2:5][NH:6][C:7]1[CH:15]=[C:14]2[C:10](/[C:11](=[C:17](/[NH:24][C:25]3[CH:26]=[CH:27][C:28]([CH2:31][N:32]4[CH2:37][CH2:36][CH2:35][CH2:34][CH2:33]4)=[CH:29][CH:30]=3)\[C:18]3[CH:23]=[CH:22][CH:21]=[CH:20][CH:19]=3)/[C:12](=[O:16])[NH:13]2)=[CH:9][CH:8]=1)([OH:4])=[O:2] |f:1.2|. Procedure: 180 mg of 6-methoxycarbonylmethylamino-3-(Z)-{1-[4-(piperidin-1-yl-methyl)-anilino]-1-phenyl-methylidene}-2-indolinone are placed in 10 ml of methanol, 1.0 ml of 1N sodium hydroxide solution are added and the mixture is stirred for 1 hour at 40° C. After cooling it is neutralised with 1.0 ml of 1N hydrochloric acid and the solvent is eliminated. The residue is dissolved in methylene chloride and a little methanol and dried over sodium sulphate. The reactants are C(C)(C)(C)C1=C(C(=CC(=C1)C=1OC=C(N1)CCN(CC#C)C)C(C)(C)C)O (2,6-ditert-butyl-4-(4-{2-[methyl(2-propynyl)amino]ethyl}-1,3-oxazol-2-yl)phenol), CNCC#N (methylaminoacetonitrile), CNCC#C (N-methylpropargylamine). Yields the product C(C)(C)(C)C=1C=C(C=C(C1O)C(C)(C)C)C=1OC=C(N1)CCN(C)CC#N ([{2-[2-(3,5-ditert-butyl-4-hydroxyphenyl)-1,3-oxazol-4-yl]ethyl}(methyl)amino]acetonitrile). Isolated yield 36.0%. As a reaction SMILES: [C:1]([C:5]1[CH:10]=[C:9]([C:11]2[O:12][CH:13]=[C:14]([CH2:16][CH2:17][N:18]([CH3:22])[CH2:19][C:20]#C)[N:15]=2)[CH:8]=[C:7]([C:23]([CH3:26])([CH3:25])[CH3:24])[C:6]=1[OH:27])([CH3:4])([CH3:3])[CH3:2].C[NH:29]CC#N.CNCC#C>>[C:23]([C:7]1[CH:8]=[C:9]([C:11]2[O:12][CH:13]=[C:14]([CH2:16][CH2:17][N:18]([CH2:19][C:20]#[N:29])[CH3:22])[N:15]=2)[CH:10]=[C:5]([C:1]([CH3:3])([CH3:2])[CH3:4])[C:6]=1[OH:27])([CH3:26])([CH3:24])[CH3:25]. Reported procedure: The experimental protocol used is identical to that described for the compound of Example 26, methylaminoacetonitrile being used as starting product in place of the N-methylpropargylamine. A white solid is obtained with a yield of 36%. Melting point: 165-167.8° C.